From a dataset of the Open Reaction Database (ORD), a public repository of structured organic reaction records. describe an organic reaction: reactants, conditions, products, and yield The reactants are COC(=O)C(=Cc1ccccc1)NC(=O)OCc1ccccc1, CCOC(C)=O, Nc1cc(Cl)ccc1S. Yields the product COC(=O)C(NC(=O)OCc1ccccc1)C(Sc1ccc(Cl)cc1N)c1ccccc1. Reaction SMILES: [CH2:1]([c:2]1[cH:3][cH:4][cH:5][cH:6][cH:7]1)[O:8][C:9](=[O:10])[NH:11][C:12]([C:13](=[O:14])[O:15][CH3:16])=[CH:17][c:18]1[cH:19][cH:20][cH:21][cH:22][cH:23]1.[CH3:33][CH2:34][O:35][C:36](=[O:37])[CH3:38].[Cl:24][c:25]1[cH:26][c:27]([NH2:32])[c:28]([SH:31])[cH:29][cH:30]1>>[CH2:1]([c:2]1[cH:3][cH:4][cH:5][cH:6][cH:7]1)[O:8][C:9](=[O:10])[NH:11][CH:12]([C:13](=[O:14])[O:15][CH3:16])[CH:17]([c:18]1[cH:19][cH:20][cH:21][cH:22][cH:23]1)[S:31][c:28]1[c:27]([NH2:32])[cH:26][c:25]([Cl:24])[cH:30][cH:29]1. Starting materials: Cl.N1=CC=CC=C1 (pyridine hydrochloride), COC1=C2CCC=C(C2=CC=C1)CCC(=O)O (3-(5-methoxy-3,4-dihydronaphthalen-1-yl)propanoic acid), Cl (hydrochloric acid). The solvent is O (water). Reaction conditions: temperature 180 celsius, time 3 hour. Product: OC1=C2CCC=C(C2=CC=C1)CCC(=O)O (3-(5-hydroxy-3,4-dihydronaphthalen-1-yl)propanoic acid). Reaction SMILES: Cl.N1C=CC=CC=1.C[O:9][C:10]1[CH:19]=[CH:18][CH:17]=[C:16]2[C:11]=1[CH2:12][CH2:13][CH:14]=[C:15]2[CH2:20][CH2:21][C:22]([OH:24])=[O:23].Cl>O>[OH:9][C:10]1[CH:19]=[CH:18][CH:17]=[C:16]2[C:11]=1[CH2:12][CH2:13][CH:14]=[C:15]2[CH2:20][CH2:21][C:22]([OH:24])=[O:23] |f:0.1|. Procedure details: To pyridine hydrochloride (200 g), 3-(5-methoxy-3,4-dihydronaphthalen-1-yl)propanoic acid (25.1 g; known compound (see J. Chem. Soc. Perkin Trans. I., 1739–1742(1987)) was added, followed by stirring at 180° C. for 3 hours. The reaction mixture was cooled to room temperature, and diluted with water. The aqueous layer was acidified with a concentrated hydrochloric acid. The aqueous layer was extracted with an ethyl acetate. The extract was extracted with a saturated aqueous sodium hydrogen carbon... Starting materials: NC=1SC(=NN1)S (2-amino-5-mercapto-l,3,4-thiadiazole), C(CC(=O)C)(=O)OCC (ethyl acetoacetate), N1CCCCC1 (piperidine). Run in C(C)O (ethanol). Conditions: time 8 hour. Yields the product SC1=NN2C(=NC(=CC2=O)C)S1 (2-mercapto-7-methyl-5-oxo-5H-1,3,4-thiadiazolo[3,2-a]pyrimidine). Yield: 63.5%. Reaction SMILES: [NH2:1][C:2]1[S:3][C:4]([SH:7])=[N:5][N:6]=1.[C:8](OCC)(=[O:13])[CH2:9][C:10]([CH3:12])=O.N1CCCCC1>C(O)C>[SH:7][C:4]1[S:3][C:2]2=[N:1][C:10]([CH3:12])=[CH:9][C:8](=[O:13])[N:6]2[N:5]=1. Procedure: To a solution of 2-amino-5-mercapto-l,3,4-thiadiazole (4.0 g) and ethyl acetoacetate (4.3 g) in 50 ml ethanol, piperidine (2.55 g) was slowly added. The mixture was refluxed for seven hours and then allowed to stand overnight at room temperature. The formed crystals were collected by filtration and dissolved in 100 ml of water. The pH was adjusted to 2.0, and the formed crystals were collected and washed with 20 ml of water, affording 3.8 g of the objective compound as colorless crystals. The reactants are O (water), Methacryloyl anhydride, ClC1=CC(=C(C=C1)N=NC=1C(=C(C(N(C1O)CCO)=O)C#N)C)[N+](=O)[O-] (5-(4-chloro-2-nitrophenylazo)-3-cyano-6-hydroxy-1-(2-hydroxyethyl)-4-methylpyrid-2-one), N1=CC=CC=C1 (pyridine), O (water). Run in C(Cl)Cl (methylene chloride), methylated spirits. Yields the product ClC1=CC(=C(C=C1)N=NC=1C(=C(C(N(C1O)CCOC(C=C)=O)=O)C#N)C)[N+](=O)[O-] (5-(4-chloro-2-nitrophenylazo)-3-cyano-6-hydroxy-1-(2-acryloyloxyethyl)-4-methylpyrid-2-one). RXN SMILES: [Cl:1][C:2]1[CH:7]=[CH:6][C:5]([N:8]=[N:9][C:10]2[C:11]([CH3:23])=[C:12]([C:21]#[N:22])[C:13](=[O:20])[N:14]([CH2:17][CH2:18][OH:19])[C:15]=2[OH:16])=[C:4]([N+:24]([O-:26])=[O:25])[CH:3]=1.N1C=C[CH:30]=[CH:29][CH:28]=1.[OH2:33]>C(Cl)Cl>[Cl:1][C:2]1[CH:7]=[CH:6][C:5]([N:8]=[N:9][C:10]2[C:11]([CH3:23])=[C:12]([C:21]#[N:22])[C:13](=[O:20])[N:14]([CH2:17][CH2:18][O:19][C:28](=[O:33])[CH:29]=[CH2:30])[C:15]=2[OH:16])=[C:4]([N+:24]([O-:26])=[O:25])[CH:3]=1. Reported procedure: Methacryloyl anhydride (17.9 g, 0.116 mol) is added to a stirred mixture of 5-(4-chloro-2-nitrophenylazo)-3-cyano-6-hydroxy-1-(2-hydroxyethyl)-4-methylpyrid-2-one (22 g, 058 mol) and pyridine (25 ml) in methylene chloride (200 ml). The mixture is stirred under reflux for 24 hours, forming a solution after ca. 5 hr. After cooling to 20° C. water (20 ml) is added, with stirring, followed by more water (200 ml) after a further 2 hours. The organic layer is collected and the solvent removed to leave... Reactants: OC=1C=C(C=CC1)CCCN1C(C2=CC=CC=C2C1=O)=O (2-[3-(3-hydroxyphenyl)propyl]isoindole-1,3-dione), C1(CCCCCCC1)CO (cyclooctane methanol). The product is C1(CCCCCCC1)COC=1C=C(C=CC1)CCCN1C(C2=CC=CC=C2C1=O)=O (2-(3-(3-(cyclooctylmethoxy)phenyl)propyl)isoindoline-1,3-dione). Reaction SMILES: [OH:1][C:2]1[CH:3]=[C:4]([CH2:8][CH2:9][CH2:10][N:11]2[C:19](=[O:20])[C:18]3[C:13](=[CH:14][CH:15]=[CH:16][CH:17]=3)[C:12]2=[O:21])[CH:5]=[CH:6][CH:7]=1.[CH:22]1([CH2:30]O)[CH2:29][CH2:28][CH2:27][CH2:26][CH2:25][CH2:24][CH2:23]1>>[CH:22]1([CH2:30][O:1][C:2]2[CH:3]=[C:4]([CH2:8][CH2:9][CH2:10][N:11]3[C:19](=[O:20])[C:18]4[C:13](=[CH:14][CH:15]=[CH:16][CH:17]=4)[C:12]3=[O:21])[CH:5]=[CH:6][CH:7]=2)[CH2:29][CH2:28][CH2:27][CH2:26][CH2:25][CH2:24][CH2:23]1. Procedure details: Mitsunobu reaction of phenol 58 with cyclooctane methanol gave 2-(3-(3-(cyclooctylmethoxy)phenyl)propyl)isoindoline-1,3-dione as yellow oil. Yield (0.920 g, 65%): 1H NMR (400 MHz, CDCl3) δ 7.80-7.86 (m, 2H), 7.68-7.73 (m, 2H), 7.10-7.13 (m, 1H), 6.72-6.79 (m, 2H), 6.64-6.68 (m, 1H), 3.65 (d, J=6.4 Hz, 2H), 2.64 (t, J=7.6 Hz, 2H), 1.98-2.06 (m, 4H), 1.65-1.78 (m, 7H), 1.56-1.64 (m, 5H), 1.30-1.40 (m, 3H). Starting materials: CNC(=O)c1ccc(C)c(Nc2nc(S(C)(=O)=O)nc(N(C)CC(C)(C)C)c2[N+](=O)[O-])c1, CN(C)CCCN, CC#N. The product is CNC(=O)c1ccc(C)c(Nc2nc(NCCCN(C)C)nc(N(C)CC(C)(C)C)c2[N+](=O)[O-])c1. Reaction SMILES: [CH3:1][C:2]([CH2:3][N:4]([c:5]1[c:6]([N+:27](=[O:28])[O-:29])[c:7]([NH:15][c:16]2[cH:17][c:18]([C:19](=[O:20])[NH:21][CH3:22])[cH:23][cH:24][c:25]2[CH3:26])[n:8][c:9]([S:11]([CH3:12])(=[O:13])=[O:14])[n:10]1)[CH3:30])([CH3:31])[CH3:32].[CH3:33][N:34]([CH2:35][CH2:36][CH2:37][NH2:38])[CH3:39].[CH3:40][C:41]#[N:42]>>[CH3:1][C:2]([CH2:3][N:4]([c:5]1[c:6]([N+:27](=[O:28])[O-:29])[c:7]([NH:15][c:16]2[cH:17][c:18]([C:19](=[O:20])[NH:21][CH3:22])[cH:23][cH:24][c:25]2[CH3:26])[n:8][c:9]([NH:38][CH2:37][CH2:36][CH2:35][N:34]([CH3:33])[CH3:39])[n:10]1)[CH3:30])([CH3:31])[CH3:32]. Starting materials: C(CC)(=O)OCC(=O)C1=CC=C(C=C1)O (2-(4-hydroxyphenyl)-2-oxoethyl propanoate), C(C)(=O)[O-].[NH4+] (ammonium acetate), C(C)(=O)O (acetic acid), C(C)(=O)[O-].[NH4+] (ammonium acetate). Solvent: O (water). Reaction conditions: time 6 hour. Product: C(C)C=1OC=C(N1)C1=CC=C(C=C1)O (4-(2-ethyl-4-oxazolyl)phenol). Yield: 66.9%. As a reaction SMILES: [C:1]([O:5][CH2:6][C:7]([C:9]1[CH:14]=[CH:13][C:12]([OH:15])=[CH:11][CH:10]=1)=O)(=O)[CH2:2][CH3:3].C([O-])(=O)C.[NH4+:20].C(O)(=O)C>O>[CH2:2]([C:1]1[O:5][CH:6]=[C:7]([C:9]2[CH:14]=[CH:13][C:12]([OH:15])=[CH:11][CH:10]=2)[N:20]=1)[CH3:3] |f:1.2|. Reported procedure: A mixture of 6.2 parts of 2-(4-hydroxyphenyl)-2-oxoethyl propanoate, 2.7 parts of ammonium acetate and 52.5 parts of acetic acid was stirred for 6 hours at reflux temperature. An additional 2.7 parts of ammonium acetate were added and stirring was continued for 5 hours at reflux temperature and overnight at room temperature. The reaction mixture was poured into water and the precipitate was filtered off, yielding a first fraction of product. The aqueous layer was extracted with methylbenzene. Th... The reactants are C(C)(=O)OC(C)=O (acetic anhydride), CC1(C=2C=CC(=CC2C(CC1)(C)C)C=1N=C(SC1)N1CCC(CC1)N1CC(CC1)N)C (1-{1-[4-(5,5,8,8-tetramethyl-5,6,7,8-tetrahydronaphthalen-2-yl)thiazol-2-yl]piperidin-4-yl}pyrrolidin-3-ylamine), CCOCC (ether). Run in N1=CC=CC=C1 (pyridine). Conditions: time 15 hour. The product is CC1(C=2C=CC(=CC2C(CC1)(C)C)C=1N=C(SC1)N1CCC(CC1)N1CC(CC1)NC(C)=O)C (N-(1-{1-[4-(5,5,8,8-tetramethyl-5,6,7,8-tetrahydronaphthalen-2-yl)thiazol-2-yl]piperidin-4-yl}pyrrolidin-3-yl)acetamide). RXN SMILES: [CH3:1][C:2]1([CH3:31])[CH2:11][CH2:10][C:9]([CH3:13])([CH3:12])[C:8]2[CH:7]=[C:6]([C:14]3[N:15]=[C:16]([N:19]4[CH2:24][CH2:23][CH:22]([N:25]5[CH2:29][CH2:28][CH:27]([NH2:30])[CH2:26]5)[CH2:21][CH2:20]4)[S:17][CH:18]=3)[CH:5]=[CH:4][C:3]1=2.[C:32](OC(=O)C)(=[O:34])[CH3:33].CCOCC>N1C=CC=CC=1>[CH3:1][C:2]1([CH3:31])[CH2:11][CH2:10][C:9]([CH3:12])([CH3:13])[C:8]2[CH:7]=[C:6]([C:14]3[N:15]=[C:16]([N:19]4[CH2:20][CH2:21][CH:22]([N:25]5[CH2:29][CH2:28][CH:27]([NH:30][C:32](=[O:34])[CH3:33])[CH2:26]5)[CH2:23][CH2:24]4)[S:17][CH:18]=3)[CH:5]=[CH:4][C:3]1=2. Procedure details: 150 mg (0.32 mmol) of 1-{1-[4-(5,5,8,8-tetramethyl-5,6,7,8-tetrahydronaphthalen-2-yl)thiazol-2-yl]piperidin-4-yl}pyrrolidin-3-ylamine were dissolved in 1 ml of pyridine, and 90 μl of acetic anhydride were added. The reaction mixture was stirred at RT for 15 h and subsequently evaporated. The residue was taken up in ethyl acetate, washed with sat. NaHCO3 solution, dried over Na2SO4 and evaporated. The oil obtained in this way was stirred with ether, and the precipitate formed was filtered off wit...